The task is: describe an organic reaction: reactants, conditions, products, and yield. This data is from the Open Reaction Database (ORD), a public repository of structured organic reaction records. Reported procedure: S-Benzyl-N-benzyloxycarbonyl-L-cysteinyl-L-prolyl-L-leucyl-glycinamide (300 mg.) was dissolved in 35 ml. of anhydrous liquid ammonia and hydrogenated in the presence of freshly prepared palladium black (ca 0.1g.) and triethylamine (0.28 ml.) at the boiling point of the solvent. The reaction was followed by thin layer chromatography (solvent system CCl4 /CH3OH/CH3COOH8:1:1) which showed incomplete reaction (50-60%) after 6 hours. Evaporation of ammonia under nitrogen was followed by addition of m... Reactants: C(C1=CC=CC=C1)SC[C@H](NC(=O)OCC1=CC=CC=C1)C(=O)N1[C@H](C(=O)N[C@@H](CC(C)C)C(=O)NCC(=O)N)CCC1 (S-Benzyl-N-benzyloxycarbonyl-L-cysteinyl-L-prolyl-L-leucyl-glycinamide), N (ammonia), C(Cl)(Cl)(Cl)Cl.CO (CCl4 CH3OH). As a reaction SMILES: [CH2:1]([S:8][CH2:9][C@@H:10]([C:22]([N:24]1[CH2:43][CH2:42][CH2:41][C@H:25]1[C:26]([NH:28][C@H:29]([C:34]([NH:36][CH2:37][C:38]([NH2:40])=[O:39])=[O:35])[CH2:30][CH:31]([CH3:33])[CH3:32])=[O:27])=[O:23])[NH:11]C(OCC1C=CC=CC=1)=O)[C:2]1[CH:7]=[CH:6][CH:5]=[CH:4][CH:3]=1.N.C(Cl)(Cl)(Cl)Cl.CO>[Pd].C(N(CC)CC)C>[CH2:1]([S:8][CH2:9][C@@H:10]([C:22]([N:24]1[CH2:43][CH2:42][CH2:41][C@H:25]1[C:26]([NH:28][C@H:29]([C:34]([NH:36][CH2:37][C:38]([NH2:40])=[O:39])=[O:35])[CH2:30][CH:31]([CH3:33])[CH3:32])=[O:27])=[O:23])[NH2:11])[C:2]1[CH:7]=[CH:6][CH:5]=[CH:4][CH:3]=1 |f:2.3|. Product: C(C1=CC=CC=C1)SC[C@H](N)C(=O)N1[C@H](C(=O)N[C@@H](CC(C)C)C(=O)NCC(=O)N)CCC1 (S-benzyl-L-cysteinyl-L-prolyl-L-leucyl-glycinamide). Solvent: C(C)N(CC)CC (triethylamine). Reagents/catalysts: [Pd] (palladium black). Conditions: time 10 minute. Starting materials: [C-]#N.[Na+] (sodium cyanide), [C-]#N.[Na+] (sodium cyanide), C(C)OC(C[C@@H](CCl)O)=O ((S)-ethyl-4-chloro-3-hydroxybutyrate), [C-]#N (cyanide), C(C)OC(C[C@@H](CCl)O)=O ((S)-ethyl-4-chloro-3-hydroxybutyrate). Solvent: C(C)(=O)O (acetic acid), C(C)(=O)O (acetic acid). Conditions: time 72 second. Yields the product C(#N)C[C@H](CC(=O)O)O ((R)-4-cyano-3-hydroxybutyric acid). As a reaction SMILES: [C-:1]#[N:2].[Na+].C([O:6][C:7](=[O:13])[CH2:8][C@H:9]([OH:12])[CH2:10]Cl)C.[C-]#N>C(O)(=O)C>[C:1]([CH2:10][C@@H:9]([OH:12])[CH2:8][C:7]([OH:6])=[O:13])#[N:2] |f:0.1|. Procedure: A first feed tank was charged with a 15% (w/w) aqueous solution of sodium cyanide. A second feed tank was charged with an 80% w/w aqueous solution of acetic acid. A third feed tank was charged with (S)-ethyl-4-chloro-3-hydroxybutyrate. The sodium cyanide and acetic acid solutions were mixed at a molar ratio of 21:1 using a plug flow reactor element with a 1.4-second residence time at ambient temperature. The mixture was continuously fed into a two-stage plug flow reactor element into which (S)-e...